This data is from the Open Reaction Database (ORD), a public repository of structured organic reaction records. The task is: describe an organic reaction: reactants, conditions, products, and yield Reactants: O=C1CN(c2cccc(-n3cc(-c4ccc(Cl)cc4Cl)nc3Cc3ccc(Br)cc3)c2)S(=O)(=O)N1, CCCC=CB(O)O. Yields the product CCCC=Cc1ccc(Cc2nc(-c3ccc(Cl)cc3Cl)cn2-c2cccc(N3CC(=O)NS3(=O)=O)c2)cc1. As a reaction SMILES: [Br:1][c:2]1[cH:3][cH:4][c:5]([CH2:6][c:7]2[n:8](-[c:20]3[cH:21][c:22]([N:26]4[CH2:27][C:28](=[O:33])[NH:29][S:30]4(=[O:31])=[O:32])[cH:23][cH:24][cH:25]3)[cH:9][c:10](-[c:12]3[c:13]([Cl:19])[cH:14][c:15]([Cl:18])[cH:16][cH:17]3)[n:11]2)[cH:34][cH:35]1.[CH:36](=[CH:37][CH2:38][CH2:39][CH3:40])[B:41]([OH:42])[OH:43]>>[c:2]1([CH:36]=[CH:37][CH2:38][CH2:39][CH3:40])[cH:3][cH:4][c:5]([CH2:6][c:7]2[n:8](-[c:20]3[cH:21][c:22]([N:26]4[CH2:27][C:28](=[O:33])[NH:29][S:30]4(=[O:31])=[O:32])[cH:23][cH:24][cH:25]3)[cH:9][c:10](-[c:12]3[c:13]([Cl:19])[cH:14][c:15]([Cl:18])[cH:16][cH:17]3)[n:11]2)[cH:34][cH:35]1.